The task is: describe an organic reaction: reactants, conditions, products, and yield. This data is from the Open Reaction Database (ORD), a public repository of structured organic reaction records. The reactants are COc1ccc(-c2nc(C)c(C)s2)cc1, Cl, [NH4+], [OH-], c1ccncc1. Yields the product Cc1nc(-c2ccc(O)cc2)sc1C. RXN SMILES: [CH3:1][O:2][c:3]1[cH:4][cH:5][c:6](-[c:9]2[s:10][c:11]([CH3:15])[c:12]([CH3:14])[n:13]2)[cH:7][cH:8]1.[ClH:16].[NH4+:17].[OH-:18].[cH:19]1[cH:20][cH:21][n:22][cH:23][cH:24]1>>[OH:2][c:3]1[cH:4][cH:5][c:6](-[c:9]2[s:10][c:11]([CH3:15])[c:12]([CH3:14])[n:13]2)[cH:7][cH:8]1. Reaction SMILES: Cl[CH2:2][CH2:3][CH2:4][C:5]([NH:7][C:8]1[CH:13]=[CH:12][C:11]([C:14]2[CH:15]([CH3:21])[NH:16][C:17](=[O:20])[NH:18][N:19]=2)=[CH:10][CH:9]=1)=[O:6].[H-].[Na+]>CN(C=O)C>[O:6]=[C:5]1[CH2:4][CH2:3][CH2:2][N:7]1[C:8]1[CH:13]=[CH:12][C:11]([C:14]2[CH:15]([CH3:21])[NH:16][C:17](=[O:20])[NH:18][N:19]=2)=[CH:10][CH:9]=1 |f:1.2|. Procedure: A solution of 6-[4-(4-chlorobutyrylamino)phenyl]-5-methyl-4,5-dihydro-1,2,4-triazin-3(2H)-one (3.879 g) in DMF (38 ml) was added dropwise to a stirred mixture of sodium hydride (1.055 g) in DMF (13 ml) under ice cooling and stirring was continued for 30 minutes. The mixture was evaporated in vacuo after addition of acetic acid (1.85 ml) thereto. Water was added to the residue and the resultant precipitates were collected by filtration and recrystallized 70% aqueous ethanol to give 6-[4-(2oxo-1-p... Product: O=C1N(CCC1)C1=CC=C(C=C1)C=1C(NC(NN1)=O)C (6-[4-(2oxo-1-pyrrolidinyl)phenyl]-5-methyl-4,5-dihydro-1,2,4-triazin-3(2H)-one). Isolated yield 51.7%. The reactants are ClCCCC(=O)NC1=CC=C(C=C1)C=1C(NC(NN1)=O)C (6-[4-(4-chlorobutyrylamino)phenyl]-5-methyl-4,5-dihydro-1,2,4-triazin-3(2H)-one), [H-].[Na+] (sodium hydride). Run at time 30 minute. Solvent: CN(C)C=O (DMF), CN(C)C=O (DMF). The product is ClC1=CC(=C(C2=C1N=C(S2)SC)N=C=O)F (4-chloro-6-fluoro-7-isocyanato-2-(methylthio)benzothiazole). RXN SMILES: [NH2:1][C:2]1[C:10]2[S:9][C:8]([S:11][CH3:12])=[N:7][C:6]=2[C:5]([Cl:13])=[CH:4][C:3]=1[F:14].[O:15]=[C:16](Cl)OC(Cl)(Cl)Cl.C(Cl)(Cl)=O>C1(C)C=CC=CC=1>[Cl:13][C:5]1[C:6]2[N:7]=[C:8]([S:11][CH3:12])[S:9][C:10]=2[C:2]([N:1]=[C:16]=[O:15])=[C:3]([F:14])[CH:4]=1. Starting materials: NC1=C(C=C(C=2N=C(SC21)SC)Cl)F (7-amino-4-chloro-6-fluoro-2-(methylthio)benzothiazole), O=C(OC(Cl)(Cl)Cl)Cl (diphosgene), C(=O)(Cl)Cl (phosgene). Solvent: C1(=CC=CC=C1)C (toluene). Procedure details: First, 4-chloro-6-fluoro-7-isocyanato-2-(methylthio)benzothiazole was prepared by refluxing a solution of 7 g (28 mmol) of 7-amino-4-chloro-6-fluoro-2-(methylthio)benzothiazole and 55 g (0.28 mol) of diphosgene (200 ml of toluene for 7 hours, then adding 20 g (0.1 mol) of phosgene, refluxing for a further 8 hours and finally evaporating down. Yields the product Cc1cc(N2CCN(C(=O)c3ccc(-c4cnc5c(c4)N(Cc4cc(Cl)ccc4C(F)(F)F)CCN5)cc3)CC2)c2ccccc2n1. Reactants: Cc1cc(N2CCNCC2)c2ccccc2n1, O=C(O)c1ccc(-c2cnc3c(c2)N(Cc2cc(Cl)ccc2C(F)(F)F)CCN3)cc1. RXN SMILES: [CH3:32][c:33]1[n:34][c:35]2[cH:36][cH:37][cH:38][cH:39][c:40]2[c:41]([N:43]2[CH2:44][CH2:45][NH:46][CH2:47][CH2:48]2)[cH:42]1.[Cl:1][c:2]1[cH:3][cH:4][c:5]([C:28]([F:29])([F:30])[F:31])[c:6]([CH2:7][N:8]2[c:9]3[c:10]([n:14][cH:15][c:16](-[c:18]4[cH:19][cH:20][c:21]([C:22](=[O:23])[OH:24])[cH:25][cH:26]4)[cH:17]3)[NH:11][CH2:12][CH2:13]2)[cH:27]1>>[Cl:1][c:2]1[cH:3][cH:4][c:5]([C:28]([F:29])([F:30])[F:31])[c:6]([CH2:7][N:8]2[c:9]3[c:10]([n:14][cH:15][c:16](-[c:18]4[cH:19][cH:20][c:21]([C:22](=[O:24])[N:46]5[CH2:45][CH2:44][N:43]([c:41]6[c:40]7[c:35]([n:34][c:33]([CH3:32])[cH:42]6)[cH:36][cH:37][cH:38][cH:39]7)[CH2:48][CH2:47]5)[cH:25][cH:26]4)[cH:17]3)[NH:11][CH2:12][CH2:13]2)[cH:27]1. The reactants are C(C1=CC=CC=C1)(C1=CC=CC=C1)(C1=CC=CC=C1)NC=1SC=C(N1)/C(/C(=O)NC1[C@@H]2N(C(=C(CS2)\C=C/C)C(=O)OC(C2=CC=CC=C2)C2=CC=CC=C2)C1=O)=N/OC(C1=CC=CC=C1)(C1=CC=CC=C1)C1=CC=CC=C1 (Diphenylmethyl 7-[(Z)-2-(2-Tritylaminothiazol-4-yl)-2-trityloxyiminoacetamido]-3-((Z)-1-propenyl)-3-cephem-4-carboxylate). The solvent is C(=O)O (HCOOH). Conditions: time 1 hour. The product is NC=1SC=C(N1)/C(/C(=O)NC1[C@@H]2N(C(=C(CS2)\C=C\C)C(=O)O)C1=O)=N/O (7-[(Z)-2-(2-Aminothiazol-4-yl)-2-hydroxyiminoacetamido]-3-[(E)-1-propenyl]-3-cephem-4-carboxylic Acid). Isolated yield 4.0%. As a reaction SMILES: C([NH:20][C:21]1[S:22][CH:23]=[C:24](/[C:26](=[N:58]/[O:59]C(C2C=CC=CC=2)(C2C=CC=CC=2)C2C=CC=CC=2)/[C:27]([NH:29][CH:30]2[C:56](=[O:57])[N:32]3[C:33]([C:40]([O:42]C(C4C=CC=CC=4)C4C=CC=CC=4)=[O:41])=[C:34](/[CH:37]=[CH:38]\[CH3:39])[CH2:35][S:36][C@H:31]23)=[O:28])[N:25]=1)(C1C=CC=CC=1)(C1C=CC=CC=1)C1C=CC=CC=1>C(O)=O>[NH2:20][C:21]1[S:22][CH:23]=[C:24](/[C:26](=[N:58]/[OH:59])/[C:27]([NH:29][CH:30]2[C:56](=[O:57])[N:32]3[C:33]([C:40]([OH:42])=[O:41])=[C:34](/[CH:37]=[CH:38]/[CH3:39])[CH2:35][S:36][C@H:31]23)=[O:28])[N:25]=1. Procedure: A mixture of the crude product of Example 33 containing 20% of its E isomer (9.2 g, 8.7 mmol) in 85% HCOOH (60 ml) was stirred for 1 hr at room temperature and evaporated in vacuo. The residue was treated with 90%-TFA (60 ml) for 1 hr at room temperature and poured into ice-water (300 ml). The insolubles were filtered off. The filtrate was chromatographed on a reverse phase column (Waters, prepPAK C18, 300 ml) and the column was eluted with 20% MeOH. The polar fractions were combined, concentrat...